From a dataset of the Open Reaction Database (ORD), a public repository of structured organic reaction records. describe an organic reaction: reactants, conditions, products, and yield Reactants: O (water), FC1=C(C=C(C=C1)C)OC(C1=CC=CC=C1)=O (benzoic acid 2-fluoro-5-methyl-phenyl ester), BrN1C(CCC1=O)=O (N-bromo-succinimide), C(C1=CC=CC=C1)(=O)OOC(C1=CC=CC=C1)=O (dibenzoylperoxide). The solvent is C(C)OCC (diethyl ether), C(Cl)(Cl)(Cl)Cl (carbon tetrachloride). Product: BrCC=1C=CC(=C(C1)OC(C1=CC=CC=C1)=O)F (Benzoic Acid 5-bromomethyl-2-fluoro-phenyl Ester). RXN SMILES: [F:1][C:2]1[CH:7]=[CH:6][C:5]([CH3:8])=[CH:4][C:3]=1[O:9][C:10](=[O:17])[C:11]1[CH:16]=[CH:15][CH:14]=[CH:13][CH:12]=1.[Br:18]N1C(=O)CCC1=O.C(OOC(=O)C1C=CC=CC=1)(=O)C1C=CC=CC=1.O>C(Cl)(Cl)(Cl)Cl.C(OCC)C>[Br:18][CH2:8][C:5]1[CH:6]=[CH:7][C:2]([F:1])=[C:3]([O:9][C:10](=[O:17])[C:11]2[CH:12]=[CH:13][CH:14]=[CH:15][CH:16]=2)[CH:4]=1. Procedure details: A mixture of benzoic acid 2-fluoro-5-methyl-phenyl ester (CAB02145, 2.47 g, 10.0 mmol), N-bromo-succinimide (1.96 g, 11.0 mmol) and dibenzoylperoxide (10 mg) in carbon tetrachloride (25 mL) was heated to reflux for 2 h (TLC monitored). After cooling to room temperature, water (50 mL) and diethyl ether (100 mL) were added. The organic layer was separated, washed with brine (20 mL), dried over sodium sulphate and concentrated under reduced pressure. The residue was purified by column chromatograph... The reactants are Cl (hydrochloric acid), Cl (hydrochloric acid), C(C)(C)(C)OC(=O)N1[C@H](CCC1)CN(CC1=C(C=CC(=C1)C1=CC2=C(N(N=N2)C(C2=CC=CC=C2)(C2=CC=CC=C2)C2=CC=CC=C2)C=C1)F)CC1=CC=C(C=C1)F ((R)-2-({(4-fluoro-benzyl)-[2-fluoro-5-(1-trityl-1H-benzotriazol-5-yl)-benzyl]-amino}-methyl)-pyrrolidine-1-carboxylic acid tert-butyl ester). Solvent: O1CCOCC1 (dioxane), CO (methanol). Conditions: time 24 hour. The product is N1N=NC2=C1C=CC(=C2)C=2C=CC(=C(CN(C[C@@H]1NCCC1)CC1=CC=C(C=C1)F)C2)F ((R)-[5-(1H-Benzotriazol-5-yl)-2-fluoro-benzyl]-(4-fluoro-benzyl)-pyrrolidin-2-ylmethyl-amine). Yield: 61.5%. RXN SMILES: Cl.C(OC([N:9]1[CH2:13][CH2:12][CH2:11][C@@H:10]1[CH2:14][N:15]([CH2:52][C:53]1[CH:58]=[CH:57][C:56]([F:59])=[CH:55][CH:54]=1)[CH2:16][C:17]1[CH:22]=[C:21]([C:23]2[CH:50]=[CH:49][C:26]3[N:27](C(C4C=CC=CC=4)(C4C=CC=CC=4)C4C=CC=CC=4)[N:28]=[N:29][C:25]=3[CH:24]=2)[CH:20]=[CH:19][C:18]=1[F:51])=O)(C)(C)C>O1CCOCC1.CO>[NH:27]1[C:26]2[CH:49]=[CH:50][C:23]([C:21]3[CH:20]=[CH:19][C:18]([F:51])=[C:17]([CH:22]=3)[CH2:16][N:15]([CH2:52][C:53]3[CH:58]=[CH:57][C:56]([F:59])=[CH:55][CH:54]=3)[CH2:14][C@H:10]3[CH2:11][CH2:12][CH2:13][NH:9]3)=[CH:24][C:25]=2[N:29]=[N:28]1. Procedure details: A solution of hydrochloric acid in dioxane (4M, 2 mL) was added to a solution of (R)-2-({(4-fluoro-benzyl)-[2-fluoro-5-(1-trityl-1H-benzotriazol-5-yl)-benzyl]-amino}-methyl)-pyrrolidine-1-carboxylic acid tert-butyl ester (119 mg, 0.15 mmol) in 5 mL of methanol and the resulting solution stirred at ambient temperature for 24 h. The volatiles were removed in vacuo and purified by HPLC. The product obtained was treated with hydrochloric acid to give 40 mg of product. LC/MS (long run): Retention tim...